describe an organic reaction: reactants, conditions, products, and yield From a dataset of the Open Reaction Database (ORD), a public repository of structured organic reaction records. Starting materials: CCO, Cl, CCOC(OCC)N1C(=O)C(c2ncnc3cc(OCCOC)c(OC)cc23)c2cc(F)ccc21. The product is COCCOc1cc2ncnc(C3C(=O)Nc4ccc(F)cc43)c2cc1OC. Reaction SMILES: [CH3:37][CH2:38][OH:39].[ClH:36].[F:1][c:2]1[cH:3][c:4]2[c:8]([cH:9][cH:10]1)[N:7]([CH:11]([O:12][CH2:13][CH3:14])[O:15][CH2:16][CH3:17])[C:6](=[O:18])[CH:5]2[c:19]1[n:20][cH:21][n:22][c:23]2[cH:24][c:25]([O:31][CH2:32][CH2:33][O:34][CH3:35])[c:26]([O:29][CH3:30])[cH:27][c:28]12>>[F:1][c:2]1[cH:3][c:4]2[c:8]([cH:9][cH:10]1)[NH:7][C:6](=[O:18])[CH:5]2[c:19]1[n:20][cH:21][n:22][c:23]2[cH:24][c:25]([O:31][CH2:32][CH2:33][O:34][CH3:35])[c:26]([O:29][CH3:30])[cH:27][c:28]12. Starting materials: FC(C(=O)O)(F)F.N1=C(C=CC=C1)NCCCCOC=1C=C(C=CC1)S(=O)(=O)N[C@@H](CC(=O)O)C#C ((3S)-3-[({3-[4-(Pyridin-2-ylamino)butoxy]phenyl]sulfonyl]amino]pent-4-ynoic Acid Trifluoroacetate), N1CCC(C(=O)OC)CC1 (methyl isonipecotate). Reaction SMILES: FC(F)(F)C(O)=O.[N:8]1[CH:13]=[CH:12][CH:11]=[CH:10][C:9]=1[NH:14][CH2:15][CH2:16][CH2:17][CH2:18][O:19][C:20]1[CH:21]=[C:22]([S:26](N[C@H](C#C)CC(O)=O)(=[O:28])=[O:27])[CH:23]=[CH:24][CH:25]=1.[NH:37]1[CH2:46][CH2:45][CH:40]([C:41]([O:43]C)=[O:42])[CH2:39][CH2:38]1>>[N:8]1[CH:13]=[CH:12][CH:11]=[CH:10][C:9]=1[NH:14][CH2:15][CH2:16][CH2:17][CH2:18][O:19][C:20]1[CH:21]=[C:22]([S:26]([N:37]2[CH2:46][CH2:45][CH:40]([C:41]([OH:43])=[O:42])[CH2:39][CH2:38]2)(=[O:28])=[O:27])[CH:23]=[CH:24][CH:25]=1 |f:0.1|. Product: N1=C(C=CC=C1)NCCCCOC=1C=C(C=CC1)S(=O)(=O)N1CCC(CC1)C(=O)O (1-({3-[4-(Pyridin-2-ylamino)butoxy]-phenyl}sulfonyl)piperidine-4-carboxylic Acid). Procedure: The procedure for the preparation of the product of EXAMPLE 17 was repeated using methyl isonipecotate (Aldrich) in the place of ethyl (3S)-3-aminopent-4-ynoate hydrochloride to provide the title product. 1H (CD3OD): δ 7.86 (1H, d); 7.61 (1H, t); 7.49 (1H, t); 7.32 (1H, d); 7.24 (1H, s); 7.20 (1H, d); 6.74 (1H, d); 6.66 (1H, t); 4.12 (2H, t); 3.57 (2H, br. d); 3.37 (2H, t); 2.52 (2H, t); 2.27 (1H, tt); 1.94 (4H, m); 1.84 (2H, p); 1.71 (2H, br. q). Yields the product Cl.ClC1=C2CC(N=C(C2=CC=C1)C1=CC=CC=C1)CCN(C)C (5-chloro 3-dimethylaminoethyl 1-phenyl 3,4-dihydro-isoquinoline hydrochloride). Reported procedure: A suspension of 32 g of 1-dimethylamino 3-benzamido 4-orthochlorophenyl butane [(XI), code number 57] in 350 ml of phosphorous oxychloride were brought to 100° C. for 12 hours. Then the solvent is evaporated, the residue taken up in water, basified with concentrated aqueous NaOH, extracted with methylene chloride, filtered, the filtrate evaporated and the product obtained chromatographed on an alumina column (elution by means of methylene chloride). Then the product obtained is dissolved in ethe... The solvent is P(=O)(Cl)(Cl)Cl (phosphorous oxychloride), CCOCC (ether). RXN SMILES: [CH3:1][N:2]([CH3:23])[CH2:3][CH2:4][CH:5]([NH:14][C:15](=O)[C:16]1[CH:21]=[CH:20][CH:19]=[CH:18][CH:17]=1)[CH2:6][C:7]1[CH:12]=[CH:11][CH:10]=[CH:9][C:8]=1[Cl:13].C(O)C>P(Cl)(Cl)(Cl)=O.CCOCC>[ClH:13].[Cl:13][C:8]1[CH:9]=[CH:10][CH:11]=[C:12]2[C:7]=1[CH2:6][CH:5]([CH2:4][CH2:3][N:2]([CH3:23])[CH3:1])[N:14]=[C:15]2[C:16]1[CH:21]=[CH:20][CH:19]=[CH:18][CH:17]=1 |f:4.5|. The reactants are CN(CCC(CC1=C(C=CC=C1)Cl)NC(C1=CC=CC=C1)=O)C (1-dimethylamino 3-benzamido 4-orthochlorophenyl butane), C(C)O (ethanol). Reaction conditions: time 12 hour. Reactants: Cl (HCl), CS(=O)(=O)N (methanesulfonamide), CCN=C=NCCCN(C)C (EDCI), C(#N)C1=C(C=CC(=C1)C(=O)O)C1=CC=C(C=C1)C=1SC=CC1NS(=O)(=O)C(C)C (2-Cyano-4′-[3-(propane-2-sulfonylamino)-thiophen-2-yl]-biphenyl-4-carboxylic acid). The reagents and catalysts are CN(C)C=1C=CN=CC1 (DMAP). Run in C(Cl)Cl (DCM). Conditions: time 8 hour. Product: C(#N)C1=C(C=CC(=C1)C(=O)NS(=O)(=O)C)C1=CC=C(C=C1)C=1SC=CC1NS(=O)(=O)C(C)C (Propane-2-sulfonic acid [2-(2′-cyano-4′-methanesulfonylaminocarbonyl-biphenyl-4-yl)-thiophen-3-yl]-amide). RXN SMILES: [CH3:1][S:2]([NH2:5])(=[O:4])=[O:3].CCN=C=NCCCN(C)C.[C:17]([C:19]1[CH:24]=[C:23]([C:25](O)=[O:26])[CH:22]=[CH:21][C:20]=1[C:28]1[CH:33]=[CH:32][C:31]([C:34]2[S:35][CH:36]=[CH:37][C:38]=2[NH:39][S:40]([CH:43]([CH3:45])[CH3:44])(=[O:42])=[O:41])=[CH:30][CH:29]=1)#[N:18].Cl>CN(C1C=CN=CC=1)C.C(Cl)Cl>[C:17]([C:19]1[CH:24]=[C:23]([C:25]([NH:5][S:2]([CH3:1])(=[O:4])=[O:3])=[O:26])[CH:22]=[CH:21][C:20]=1[C:28]1[CH:29]=[CH:30][C:31]([C:34]2[S:35][CH:36]=[CH:37][C:38]=2[NH:39][S:40]([CH:43]([CH3:45])[CH3:44])(=[O:41])=[O:42])=[CH:32][CH:33]=1)#[N:18]. Reported procedure: Add methanesulfonamide (0.28 mmol), EDCI (0.28 mmol) and DMAP (0.28 mmol) to a solution of 2-Cyano-4′-[3-(propane-2-sulfonylamino)-thiophen-2-yl]-biphenyl-4-carboxylic acid (0.235 mmol) in DCM. Stir 8 h at RT. Add 1N HCl and extract with DCM. Concentrate all organic layers to dryness. Purify by HPLC to provide the title compound. MS (ES−): 502 (M−1)